From a dataset of the Open Reaction Database (ORD), a public repository of structured organic reaction records. describe an organic reaction: reactants, conditions, products, and yield Reactants: Cl.C(C)(C)(C)C1=NOC(=C1)NC(NC1=CC=C(C=C1)NC(C1=NC=C(C=C1)OC1CCNCC1)=O)=O (N-(4-(3-(3-tert-Butylisoxazol-5-yl)ureido)phenyl)-5-(piperidin-4-yloxy)picolinamide hydrochloride), Cl.FCC(CF)(C)C1=CC(=NO1)NC(NC1=CC=C(C=C1)NC(C1=NC=C(C=C1)OC1CCNCC1)=O)=O (N-(4-(3-(5-(1,3-difluoro-2-methylpropan-2-yl)isoxazol-3-yl)ureido)phenyl)-5-(piperidin-4-yloxy)picolinamide hydrochloride). Product: C(C)(C)(C)C1=NOC(=C1)NC(NC1=CC=C(C=C1)NC(C1=NC=C(C=C1)OC1CCN(CC1)C(C)C)=O)=O (N-(4-(3-(3-tert-Butylisoxazol-5-yl)ureido)phenyl)-5-(1-isopropylpiperidin-4-yloxy)picolinamide). Yield: 52.0%. Reaction SMILES: Cl.[C:2]([C:6]1[CH:10]=[C:9]([NH:11][C:12](=[O:36])[NH:13][C:14]2[CH:19]=[CH:18][C:17]([NH:20][C:21](=[O:35])[C:22]3[CH:27]=[CH:26][C:25]([O:28][CH:29]4[CH2:34][CH2:33][NH:32][CH2:31][CH2:30]4)=[CH:24][N:23]=3)=[CH:16][CH:15]=2)[O:8][N:7]=1)([CH3:5])([CH3:4])[CH3:3].Cl.F[CH2:39][C:40](C1ON=C(NC(=O)NC2C=CC(NC(=O)C3C=CC(OC4CCNCC4)=CN=3)=CC=2)C=1)(C)[CH2:41]F>>[C:2]([C:6]1[CH:10]=[C:9]([NH:11][C:12](=[O:36])[NH:13][C:14]2[CH:19]=[CH:18][C:17]([NH:20][C:21](=[O:35])[C:22]3[CH:27]=[CH:26][C:25]([O:28][CH:29]4[CH2:30][CH2:31][N:32]([CH:40]([CH3:41])[CH3:39])[CH2:33][CH2:34]4)=[CH:24][N:23]=3)=[CH:16][CH:15]=2)[O:8][N:7]=1)([CH3:5])([CH3:3])[CH3:4] |f:0.1,2.3|. Procedure: N-(4-(3-(3-tert-Butylisoxazol-5-yl)ureido)phenyl)-5-(1-isopropylpiperidin-4-yloxy)picolinamide (63 mg, 52%) was prepared using a procedure analogous to that described in Example 20, substituting N-(4-(3-(3-tert-butylisoxazol-5-yl)ureido)phenyl)-5-(piperidin-4-yloxy)picolinamide hydrochloride from Step 2 of this example for N-(4-(3-(5-(1,3-difluoro-2-methylpropan-2-yl)isoxazol-3-yl)ureido)phenyl)-5-(piperidin-4-yloxy)picolinamide hydrochloride used in Example 20. LC-MS (ESI) m/z 521 (M+H)+. The reactants are ClC1=CC=C(C=C1)S(=O)(=O)NC1=C(C(=O)NC2=CC=C(C=C2)S(=O)(=O)F)C=C(C(=C1)OC)OC (4-((2-(4-chlorophenylsulfonylamino)-4,5-dimethoxybenzoyl)amino)benzenesulfonyl fluoride), N1CCSCC1 (thiomorpholine), ice. Reaction conditions: temperature 90 celsius. Product: ClC1=CC=C(C=C1)S(=O)(=O)NC1=C(C(=O)NC2=CC=C(C=C2)S(=O)(=O)N2CCSCC2)C=C(C(=C1)OC)OC (2-(4-chlorophenylsulfonylamino)-4,5-dimethoxy-N-(4-(thiomorpholine-4-sulfonyl)phenyl)benzamide). Isolated yield 65.0%. RXN SMILES: [Cl:1][C:2]1[CH:7]=[CH:6][C:5]([S:8]([NH:11][C:12]2[CH:30]=[C:29]([O:31][CH3:32])[C:28]([O:33][CH3:34])=[CH:27][C:13]=2[C:14]([NH:16][C:17]2[CH:22]=[CH:21][C:20]([S:23](F)(=[O:25])=[O:24])=[CH:19][CH:18]=2)=[O:15])(=[O:10])=[O:9])=[CH:4][CH:3]=1.[NH:35]1[CH2:40][CH2:39][S:38][CH2:37][CH2:36]1>>[Cl:1][C:2]1[CH:7]=[CH:6][C:5]([S:8]([NH:11][C:12]2[CH:30]=[C:29]([O:31][CH3:32])[C:28]([O:33][CH3:34])=[CH:27][C:13]=2[C:14]([NH:16][C:17]2[CH:22]=[CH:21][C:20]([S:23]([N:35]3[CH2:40][CH2:39][S:38][CH2:37][CH2:36]3)(=[O:25])=[O:24])=[CH:19][CH:18]=2)=[O:15])(=[O:10])=[O:9])=[CH:4][CH:3]=1. Procedure: 500 mg (0.95 mmol) of 4-((2-(4-chlorophenylsulfonylamino)-4,5-dimethoxybenzoyl)amino)benzenesulfonyl fluoride were dissolved in 1 ml of thiomorpholine and heated at 90° C. for 30 min. For workup, the mixture was poured into 50 ml of ice/1 N hydrochloric acid, and the precipitate was filtered off with suction, dried in a vacuum dryer over phosphorus pentoxide, and recrystallized from hexane/ethyl acetate. 378 mg (65%) of the title compound of melting point 241° C. were obtained. Starting materials: S(O)(O)(=O)=O (sulphuric acid), [Cl-].C(C(=O)C1=CC=CC=C1)SC1=CC(SS1)=[N+]1CCOCC1 (N-(5-phenacylthio-1,2-dithiol-3-ylidene)-morpholinium chloride). Solvent: C(C)O (ethanol), C(C)O (ethanol). Run at temperature 10 celsius. Yields the product S(=O)(=O)(O)[O-].C(C(=O)C1=CC=CC=C1)SC1=CC(SS1)=[N+]1CCOCC1 (N-(5-phenacylthio-1,2-dithiol-3-ylidene)-morpholinium hydrogensulphate). As a reaction SMILES: [S:1](=[O:5])(=[O:4])([OH:3])[OH:2].[Cl-].[CH2:7]([S:16][C:17]1[S:21][S:20][C:19](=[N+:22]2[CH2:27][CH2:26][O:25][CH2:24][CH2:23]2)[CH:18]=1)[C:8]([C:10]1[CH:15]=[CH:14][CH:13]=[CH:12][CH:11]=1)=[O:9]>C(O)C>[S:1]([O-:5])([OH:4])(=[O:3])=[O:2].[CH2:7]([S:16][C:17]1[S:21][S:20][C:19](=[N+:22]2[CH2:27][CH2:26][O:25][CH2:24][CH2:23]2)[CH:18]=1)[C:8]([C:10]1[CH:15]=[CH:14][CH:13]=[CH:12][CH:11]=1)=[O:9] |f:1.2,4.5|. Procedure: A solution of concentrated sulphuric acid (d=1.83; 0.2 cc) in ethanol (5 cc) is added to a solution of N-(5-phenacylthio-1,2-dithiol-3-ylidene)-morpholinium chloride (0.75 g) in ethanol (20 cc) under reflux. After cooling to a temperature of about 10° C., the insoluble product formed is filtered off and washed with ethanol (4 cc). After drying, N-(5-phenacylthio-1,2-dithiol-3-ylidene)-morpholinium hydrogensulphate (0.8 g), melting at 192° C., is obtained. Reaction SMILES: [C:44](=[O:45])([O-:46])[O-:47].[CH2:1]([CH3:2])[CH:3]([C:4](=[O:5])[O:6][CH2:7][CH3:8])[C:9](=[O:10])[O:11][CH2:12][CH3:13].[CH2:27]([N+:28]([CH2:29][CH2:30][CH2:31][CH3:32])([CH2:33][CH2:34][CH2:35][CH3:36])[CH2:37][CH2:38][CH2:39][CH3:40])[CH2:41][CH2:42][CH3:43].[Cl:14][C:15]([Cl:16])([Cl:17])[C:18]([O:19][CH2:20][CH3:21])=[O:22].[F-:26].[K+:48].[K+:49].[OH2:23].[OH2:24].[OH2:25]>>[CH:1]([CH3:2])([CH:3]([C:4](=[O:5])[O:6][CH2:7][CH3:8])[C:9](=[O:10])[O:11][CH2:12][CH3:13])[Cl:14]. The reactants are O=C([O-])[O-], CCOC(=O)C(CC)C(=O)OCC, CCCC[N+](CCCC)(CCCC)CCCC, CCOC(=O)C(Cl)(Cl)Cl, [F-], [K+], [K+], O, O, O. The product is CCOC(=O)C(C(=O)OCC)C(C)Cl. Starting materials: CN(C)CCOc1c2[nH]c3ccc(F)cc3c2c(Br)c2c1[nH]c1ccc(F)cc12, C1CCNC1, CC(C)(C)[O-], Cc1ccccc1, [Na+], CC(=O)[O-], CC(=O)[O-], [Pd+2], c1ccc(P(c2ccccc2)c2ccc3ccccc3c2-c2c(P(c3ccccc3)c3ccccc3)ccc3ccccc23)cc1. Product: CN(C)CCOc1c2[nH]c3ccc(F)cc3c2c(N2CCCC2)c2c1[nH]c1ccc(F)cc12. Reaction SMILES: [Br:1][c:2]1[c:3]2[c:4]([c:5]([O:16][CH2:17][CH2:18][N:19]([CH3:20])[CH3:21])[c:6]3[nH:7][c:8]4[cH:9][cH:10][c:11]([F:15])[cH:12][c:13]4[c:14]13)[nH:22][c:23]1[cH:24][cH:25][c:26]([F:29])[cH:27][c:28]21.[CH2:30]1[CH2:31][CH2:32][NH:33][CH2:34]1.[CH3:81][C:82]([CH3:83])([O-:84])[CH3:85].[CH3:87][c:88]1[cH:89][cH:90][cH:91][cH:92][cH:93]1.[Na+:86].[O-:95][C:96]([CH3:97])=[O:98].[O-:99][C:100]([CH3:101])=[O:102].[Pd+2:94].[cH:35]1[cH:36][cH:37][c:38]([P:39]([c:40]2[cH:41][cH:42][c:43]3[c:44]([cH:45][cH:46][cH:47][cH:48]3)[c:49]2-[c:50]2[c:51]3[c:52]([cH:53][cH:54][cH:55][cH:56]3)[cH:57][cH:58][c:59]2[P:60]([c:61]2[cH:62][cH:63][cH:64][cH:65][cH:66]2)[c:67]2[cH:68][cH:69][cH:70][cH:71][cH:72]2)[c:73]2[cH:74][cH:75][cH:76][cH:77][cH:78]2)[cH:79][cH:80]1>>[c:2]1([N:33]2[CH2:32][CH2:31][CH2:30][CH2:34]2)[c:3]2[c:4]([c:5]([O:16][CH2:17][CH2:18][N:19]([CH3:20])[CH3:21])[c:6]3[nH:7][c:8]4[cH:9][cH:10][c:11]([F:15])[cH:12][c:13]4[c:14]13)[nH:22][c:23]1[cH:24][cH:25][c:26]([F:29])[cH:27][c:28]21.